From a dataset of the Open Reaction Database (ORD), a public repository of structured organic reaction records. describe an organic reaction: reactants, conditions, products, and yield Starting materials: NC=1C=C2C=NN(C2=CC1)C1=CC=C(C(=O)OCC)C=C1 (ethyl 4-(5-amino-1H-indazol-1-yl)benzoate), OCCN1C=CC2=CC(=CC=C12)C(=O)O (1-(2-hydroxyethyl)indole-5-carboxylic acid). The product is OCCN1C=CC2=CC(=CC=C12)C(=O)NC=1C=C2C=NN(C2=CC1)C1=CC=C(C(=O)OCC)C=C1 (Ethyl 4-(5-(1-(2-hydroxyethyl)-1H-indole-5-carboxamido)-1H-indazol-1-yl)benzoate). Reaction SMILES: [NH2:1][C:2]1[CH:3]=[C:4]2[C:8](=[CH:9][CH:10]=1)[N:7]([C:11]1[CH:21]=[CH:20][C:14]([C:15]([O:17][CH2:18][CH3:19])=[O:16])=[CH:13][CH:12]=1)[N:6]=[CH:5]2.[OH:22][CH2:23][CH2:24][N:25]1[C:33]2[C:28](=[CH:29][C:30]([C:34](O)=[O:35])=[CH:31][CH:32]=2)[CH:27]=[CH:26]1>>[OH:22][CH2:23][CH2:24][N:25]1[C:33]2[C:28](=[CH:29][C:30]([C:34]([NH:1][C:2]3[CH:3]=[C:4]4[C:8](=[CH:9][CH:10]=3)[N:7]([C:11]3[CH:12]=[CH:13][C:14]([C:15]([O:17][CH2:18][CH3:19])=[O:16])=[CH:20][CH:21]=3)[N:6]=[CH:5]4)=[O:35])=[CH:31][CH:32]=2)[CH:27]=[CH:26]1. Procedure: Compound 1039 was prepared according to the procedure described in Scheme IV from ethyl 4-(5-amino-1H-indazol-1-yl)benzoate and 1-(2-hydroxyethyl)indole-5-carboxylic acid. [M+H]+ calcd for C27H24N4O4: 469.18; found 469.03. The reactants are FC=1C=C(C=CC1OC)C1=CC=CC=C1 (3-Fluoro-4-methoxybiphenyl), C(C)(=O)Cl.[Al+3].[Cl-].[Cl-].[Cl-] (acetyl chloride AlCl3). Run in C(=S)=S (carbon disulfide). Yields the product FC=1C=C(C=CC1OC)C1=CC=C(C=C1)C(C)=O (3'-fluoro-4'-methoxy-4-acetylbiphenyl). Yield: 82.0%. RXN SMILES: [F:1][C:2]1[CH:3]=[C:4]([C:10]2[CH:15]=[CH:14][CH:13]=[CH:12][CH:11]=2)[CH:5]=[CH:6][C:7]=1[O:8][CH3:9].[C:16](Cl)(=[O:18])[CH3:17].[Al+3].[Cl-].[Cl-].[Cl-]>C(=S)=S>[F:1][C:2]1[CH:3]=[C:4]([C:10]2[CH:11]=[CH:12][C:13]([C:16](=[O:18])[CH3:17])=[CH:14][CH:15]=2)[CH:5]=[CH:6][C:7]=1[O:8][CH3:9] |f:1.2.3.4.5|. Procedure details: 3-Fluoro-4-methoxybiphenyl was acetylated with acetyl chloride/AlCl3 in carbon disulfide in the usual way. The product was twice recrystallized from toluene to obtain 3'-fluoro-4'-methoxy-4-acetylbiphenyl (yield: 82%), m.p. 149°~149.5° C. Reactants: CC(C)(C)C=1C=C(C=C(C1O)C(C)(C)C)C1=NC(N=N1)=S (5-[3,5-Bis(1,1-dimethylethyl)-4-hydroxyphenyl]-3H-1,2,4-triazole-3-thione), IC (iodomethane), [OH-].[Na+] (NaOH). The solvent is C(C)O (ethanol). Conditions: time 30 minute. Product: CC(C)(C)C1=C(C(=CC(=C1)C=1NN=C(N1)SC)C(C)(C)C)O (2,6-Bis(1,1-dimethylethyl)-4-[5-(methylthio)-2H-1,2,4-triazol-3-yl]phenol). As a reaction SMILES: [CH3:1][C:2]([C:5]1[CH:6]=[C:7]([C:16]2[N:20]=[N:19][C:18](=[S:21])[N:17]=2)[CH:8]=[C:9]([C:12]([CH3:15])([CH3:14])[CH3:13])[C:10]=1[OH:11])([CH3:4])[CH3:3].I[CH3:23].[OH-].[Na+]>C(O)C>[CH3:4][C:2]([C:5]1[CH:6]=[C:7]([C:16]2[NH:20][N:19]=[C:18]([S:21][CH3:23])[N:17]=2)[CH:8]=[C:9]([C:12]([CH3:13])([CH3:14])[CH3:15])[C:10]=1[OH:11])([CH3:1])[CH3:3] |f:2.3|. Procedure: A solution of 6.00 g (19.64 mmol) of triazolethione (Example 19) and 9.1 g (60.0 mmol) of iodomethane in 50 ml of absolute ethanol is stirred at 50° to 60° C. for 0.5 hour, then cooled to room temperature. The reaction is treated with 300 ml aqueous 0.7N NaOH, stirred for 30 minutes, and filtered. Recrystallization of the resulting solid from ethanol-water gives 5.26 g (6.27 g theor., 84%) of the S-methylated product as a fluffy, white solid, mp 271°-272° C. Reactants: C(C)(C)N1CCC(CC1)OC1=CC=2C=C3N(C2C=C1)CCNC3=O (8-(1-Isopropyl-piperidin-4-yloxy)-3,4-dihydro-2H-pyrazino[1,2-a]indol-1-one), [H-].[Na+] (sodium hydride), ClCC(=O)NC1=CC=CC=C1 (2-chloro-N-phenylacetamide). The product is C(C)(C)N1CCC(CC1)OC1=CC=2C=C3N(C2C=C1)CCN(C3=O)CC(=O)NC3=CC=CC=C3 (2-[8-(1-Isopropyl-piperidin-4-yloxy)-1-oxo-3,4-dihydro-1H-pyrazino[1,2-a]indol-2-yl]-N-phenyl-acetamide). Isolated yield 14.0%. Reaction SMILES: [CH:1]([N:4]1[CH2:9][CH2:8][CH:7]([O:10][C:11]2[CH:19]=[CH:18][C:17]3[N:16]4[CH2:20][CH2:21][NH:22][C:23](=[O:24])[C:15]4=[CH:14][C:13]=3[CH:12]=2)[CH2:6][CH2:5]1)([CH3:3])[CH3:2].[H-].[Na+].Cl[CH2:28][C:29]([NH:31][C:32]1[CH:37]=[CH:36][CH:35]=[CH:34][CH:33]=1)=[O:30]>>[CH:1]([N:4]1[CH2:9][CH2:8][CH:7]([O:10][C:11]2[CH:19]=[CH:18][C:17]3[N:16]4[CH2:20][CH2:21][N:22]([CH2:28][C:29]([NH:31][C:32]5[CH:37]=[CH:36][CH:35]=[CH:34][CH:33]=5)=[O:30])[C:23](=[O:24])[C:15]4=[CH:14][C:13]=3[CH:12]=2)[CH2:6][CH2:5]1)([CH3:3])[CH3:2] |f:1.2|. Reported procedure: The title compound was synthesized in analogy to example 17, from 8-(1-isopropyl-piperidin-4-yloxy)-3,4-dihydro-2H-pyrazino[1,2-a]indol-1-one (example 1), sodium hydride and 2-chloro-N-phenylacetamide, to give the desired product as a white solid (14%). Starting materials: C(C1=CC=CC=C1)Cl (Benzyl chloride), C(CCC)[Li] (n-butyllithium), C(CCC)[Li] (n-butyllithium), CC(C)(C)NC(=O)C1=NC=CC=C1C (N-(1,1-dimethylethyl)-3-methyl-2-pyridine carboxamide), [Br-].[Na+] (sodium bromide). The solvent is O1CCCC1 (tetrahydrofuran), O (water), O1CCCC1 (Tetrahydrofuran). Reaction conditions: temperature -40 celsius, time 30 minute. Product: C1(=CC=CC=C1)CCC=1C(=NC=CC1)C(=O)NC(C)(C)C (3-[2-(phenyl)ethyl]-N-(1,1-dimethylethyl)-2-pyridine carboxamide). Yield: 94.0%. RXN SMILES: [CH3:1][C:2]([NH:5][C:6]([C:8]1[C:13]([CH3:14])=[CH:12][CH:11]=[CH:10][N:9]=1)=[O:7])([CH3:4])[CH3:3].[Br-].[Na+].C([Li])CCC.[CH2:22](Cl)[C:23]1[CH:28]=[CH:27][CH:26]=[CH:25][CH:24]=1>O1CCCC1.O>[C:23]1([CH2:22][CH2:14][C:13]2[C:8]([C:6]([NH:5][C:2]([CH3:1])([CH3:3])[CH3:4])=[O:7])=[N:9][CH:10]=[CH:11][CH:12]=2)[CH:28]=[CH:27][CH:26]=[CH:25][CH:24]=1 |f:1.2|. Procedure: Tetrahydrofuran (125 mL), N-(1,1-dimethylethyl)-3-methyl-2-pyridine carboxamide (1 equivalent) and sodium bromide (1.3 g) are charged and cooled to -40° C. under nitrogen. Two equivalents of n-butyllithium are then added over 40 minutes. When half the n-butyllithium is added the mixture turns purple. Benzyl chloride (1.05 equivalents) is then added dropwise (1:1 solution in tetrahydrofuran) over 40-50 minutes while the temperature is maintained at -40° C. After 30 minutes at -40° C., the mixture... Reactants: O=C([O-])[O-], Clc1ccccc1C1CC(C2CC2)=NN1, [K+], [K+], OCCO. Yields the product Clc1ccccc1C1CC1C1CC1. As a reaction SMILES: [C:1](=[O:2])([O-:3])[O-:4].[Cl:7][c:8]1[c:9]([CH:14]2[CH2:15][C:16]([CH:19]3[CH2:20][CH2:21]3)=[N:18][NH:17]2)[cH:10][cH:11][cH:12][cH:13]1.[K+:5].[K+:6].[OH:22][CH2:23][CH2:24][OH:25]>>[Cl:7][c:8]1[c:9]([CH:14]2[CH2:15][CH:16]2[CH:19]2[CH2:20][CH2:21]2)[cH:10][cH:11][cH:12][cH:13]1. Starting materials: P(=O)(Cl)(Cl)Cl (phosphoryl chloride), ClC1=C(C=CC(=C1)F)C1=CC=2N(C(N1)=O)N=C(N2)C2CCN(CC2)C(C)C (7-(2-Chloro-4-fluorophenyl)-2-[1-(propan-2-yl)piperidin-4-yl][1,2,4]triazolo[1,5-c]pyrimidin-5(6H)-one). Reagents/catalysts: [Cl-].C(C1=CC=CC=C1)[N+](CC)(CC)CC (benzyltriethylammonium chloride). Conditions: temperature 120 celsius, time 16 hour. Product: Cl.ClC1=NC(=CC=2N1N=C(N2)C2CCN(CC2)C(C)C)C2=C(C=C(C=C2)F)Cl (5-Chloro-7-(2-chloro-4-fluorophenyl)-2-[1-(propan-2-yl)piperidin-4-yl][1,2,4]triazolo[1,5-c]-pyrimidine hydrochloride). RXN SMILES: P(Cl)(Cl)([Cl:3])=O.[Cl:6][C:7]1[CH:12]=[C:11]([F:13])[CH:10]=[CH:9][C:8]=1[C:14]1[NH:19][C:18](=O)[N:17]2[N:21]=[C:22]([CH:24]3[CH2:29][CH2:28][N:27]([CH:30]([CH3:32])[CH3:31])[CH2:26][CH2:25]3)[N:23]=[C:16]2[CH:15]=1>[Cl-].C([N+](CC)(CC)CC)C1C=CC=CC=1>[ClH:3].[Cl:3][C:18]1[N:17]2[N:21]=[C:22]([CH:24]3[CH2:29][CH2:28][N:27]([CH:30]([CH3:32])[CH3:31])[CH2:26][CH2:25]3)[N:23]=[C:16]2[CH:15]=[C:14]([C:8]2[CH:9]=[CH:10][C:11]([F:13])=[CH:12][C:7]=2[Cl:6])[N:19]=1 |f:2.3,4.5|. Reported procedure: 4.5 ml of phosphoryl chloride were added to 1.25 g (3.2 mmol) of 7-(2-chloro-4-fluorophenyl)-2-[1-(propan-2-yl)piperidin-4-yl][1,2,4]triazolo[1,5-c]pyrimidin-5(6H)-one (Example 50A), 1.46 g (6.41 mmol) of benzyltriethylammonium chloride were added and the reaction mixture was stirred at 120° C. for 16 h. The reaction mixture was concentrated and carefully, with vigorous stirring, added to ice. The mixture was stirred for another 10 min. Three times, the aqueous phase was extracted with dichlorom...